From a dataset of the Open Reaction Database (ORD), a public repository of structured organic reaction records. describe an organic reaction: reactants, conditions, products, and yield Reactants: CCCC1OC1C(=O)OC, CCO, CCOC(C)=O, NC1CC1. Yields the product CCCC1OC1C(=O)NC1CC1. Reaction SMILES: [CH2:1]([CH2:2][CH3:3])[CH:4]1[CH:5]([C:7]([O:9][CH3:8])=[O:10])[O:6]1.[CH3:11][CH2:12][OH:13].[CH3:18][CH2:19][O:20][C:21](=[O:22])[CH3:23].[CH:14]1([NH2:17])[CH2:15][CH2:16]1>>[CH2:1]([CH2:2][CH3:3])[CH:4]1[CH:5]([C:7](=[O:9])[NH:17][CH:14]2[CH2:15][CH2:16]2)[O:6]1. The reactants are O.NN (hydrazine monohydrate), C(C)(C)(C)OC(=O)NC=1C=C(CCl)C=CC1 (3-tert-butoxycarbonylaminobenzyl chloride). Run in C(C)O (ethanol), C(C)O (ethanol). Reaction conditions: time 5 minute. The product is C(C)(C)(C)OC(=O)NC=1C=C(CNN)C=CC1 (3-tert-butoxycarbonylaminobenzylhydrazine). Yield: 87.4%. RXN SMILES: O.[NH2:2][NH2:3].[C:4]([O:8][C:9]([NH:11][C:12]1[CH:13]=[C:14]([CH:17]=[CH:18][CH:19]=1)[CH2:15]Cl)=[O:10])([CH3:7])([CH3:6])[CH3:5]>C(O)C>[C:4]([O:8][C:9]([NH:11][C:12]1[CH:13]=[C:14]([CH:17]=[CH:18][CH:19]=1)[CH2:15][NH:2][NH2:3])=[O:10])([CH3:7])([CH3:6])[CH3:5] |f:0.1|. Procedure details: While a solution of hydrazine monohydrate (1.32 g, 26.4 m mol) in ethanol (20 ml) was heated under reflux, a solution of 3-tert-butoxycarbonylaminobenzyl chloride (1.06 g, 4.4 m mol) in ethanol (10 ml) was added dropwise thereto over a period of 5 minutes. After this mixture was further refluxed for 0.5 hour, the solvent was distilled off under reduced pressure. The resulting oily residue was extracted with ether (2×20 ml). After the extract was concentrated under reduced pressure, the resulting... The reactants are IN1C(CCC1=O)=O (N-Iodosuccinimide), C(C)OC(/C=C/C1=CC=C(C=C1)B(O)O)=O (4-(E-3-ethoxy-3-oxo-1-propen-1-yl)phenylboronic acid). The solvent is CC#N (CH3CN), CCOC(=O)C (EtOAc). Conditions: time 26 hour. Product: IC1=CC=C(C=C1)/C=C/C(=O)OCC ((E)-ethyl 3-(4-iodophenyl)acrylate). Yield: 86.1%. As a reaction SMILES: [I:1]N1C(=O)CCC1=O.[CH2:9]([O:11][C:12](=[O:24])/[CH:13]=[CH:14]/[C:15]1[CH:20]=[CH:19][C:18](B(O)O)=[CH:17][CH:16]=1)[CH3:10]>CC#N.CCOC(C)=O>[I:1][C:18]1[CH:19]=[CH:20][C:15](/[CH:14]=[CH:13]/[C:12]([O:11][CH2:9][CH3:10])=[O:24])=[CH:16][CH:17]=1. Procedure details: N-Iodosuccinimide (2.5 g, 11 mmol) was added to a suspension of 4-(E-3-ethoxy-3-oxo-1-propen-1-yl)phenylboronic acid (2.2 g, 10 mmol) in CH3CN (50 mL) at room temperature. The reaction was covered with foil, stirred for 26 h, and then diluted with EtOAc. The resulting mixture was washed with water (2×100 mL), washed with sodium thiosulfate (100 mL), dried (MgSO4), filtered, and concentrated. The crude material was purified by silica gel chromatography (0-50% EtOAc in hexanes) to give 2.6 g of (E... Reactants: C1(=CC=CC=C1)C#C[Li] (phenylethynyllithium), 16, solution, C(CCC)[Li] (n-butyllithium), C1(=CC=CC=C1)C#C (phenylacetylene), 60, C[Si](Cl)(Cl)C (dimethyldichlorosilane). Run in C(C)OCC (ethyl ether), CCCCCC (hexane), CCOCC (ether). The product is 30, C1(=CC=CC=C1)C#C[Si](Cl)(C)C (phenylethynyldimethylchlorosilane). RXN SMILES: [C:1]1([C:7]#[C:8][Li])[CH:6]=[CH:5][CH:4]=[CH:3][CH:2]=1.C([Li])CCC.C1(C#C)C=CC=CC=1.[CH3:23][Si:24]([CH3:27])(Cl)[Cl:25]>CCCCCC.C(OCC)C>[C:1]1([C:7]#[C:8][Si:24]([CH3:27])([CH3:23])[Cl:25])[CH:6]=[CH:5][CH:4]=[CH:3][CH:2]=1. Procedure: A suspension of phenylethynyllithium was prepared by the dropwise addition over 1 hour of 16 parts of a 1.0 mol/L solution of n-butyllithium in hexane to 23 parts of phenylacetylene dissolved in 100 parts of ethyl ether. This suspension was gradually added dropwise over a period of 1 hour to a mixture of 60 parts dimethyldichlorosilane and 100 parts ether. After removal of the lithium chloride by filtration, distillation of the filtrate yielded 30 parts phenylethynyldimethylchlorosilane. Starting materials: solution, Cl (hydrogen chloride), C(#N)C=1N=C(C2=C(N1)N(C=C2)C)C2=CC(=C(OCCC1CCN(CC1)C(=O)OC(C)(C)C)C=C2)C(F)(F)F (tert-butyl 4-{2-[4-(2-cyano-7-methyl-7H-pyrrolo[2,3-d]pyrimidin-4-yl)-2-(trifluoromethyl)phenoxy]ethyl}piperidine-1-carboxylate). Run in CCOC(=O)C (EtOAc), CCOC(=O)C (EtOAc). Reaction conditions: time 1 hour. Product: Cl.CN1C=CC2=C1N=C(N=C2C2=CC(=C(C=C2)OCCC2CCNCC2)C(F)(F)F)C#N (7-methyl-4-{4-[2-(piperidin-4-yl)ethoxy]-3-(trifluoromethyl)phenyl}-7H-pyrrolo[2,3-d]pyrimidine-2-carbonitrile monohydrochloride). As a reaction SMILES: [ClH:1].[C:2]([C:4]1[N:5]=[C:6]([C:14]2[CH:35]=[CH:34][C:17]([O:18][CH2:19][CH2:20][CH:21]3[CH2:26][CH2:25][N:24](C(OC(C)(C)C)=O)[CH2:23][CH2:22]3)=[C:16]([C:36]([F:39])([F:38])[F:37])[CH:15]=2)[C:7]2[CH:12]=[CH:11][N:10]([CH3:13])[C:8]=2[N:9]=1)#[N:3]>CCOC(C)=O>[ClH:1].[CH3:13][N:10]1[C:8]2[N:9]=[C:4]([C:2]#[N:3])[N:5]=[C:6]([C:14]3[CH:35]=[CH:34][C:17]([O:18][CH2:19][CH2:20][CH:21]4[CH2:22][CH2:23][NH:24][CH2:25][CH2:26]4)=[C:16]([C:36]([F:37])([F:38])[F:39])[CH:15]=3)[C:7]=2[CH:12]=[CH:11]1 |f:3.4|. Procedure details: A 4 M solution of hydrogen chloride in EtOAc (2 mL) was added to a solution of tert-butyl 4-{2-[4-(2-cyano-7-methyl-7H-pyrrolo[2,3-d]pyrimidin-4-yl)-2-(trifluoromethyl)phenoxy]ethyl}piperidine-1-carboxylate (232 mg) in EtOAc (2 mL) at room temperature, and the mixture was stirred at the same temperature for 1 hour. The precipitate was collected by filtration, whereby 7-methyl-4-{4-[2-(piperidin-4-yl)ethoxy]-3-(trifluoromethyl)phenyl}-7H-pyrrolo[2,3-d]pyrimidine-2-carbonitrile monohydrochloride (...